From a dataset of the Open Reaction Database (ORD), a public repository of structured organic reaction records. describe an organic reaction: reactants, conditions, products, and yield The reactants are CCS(=O)(=O)c1cccc(-c2cc(NC)c(OC)c3[nH]c4ncc(C)cc4c23)c1, C1CCOC1, O=C(Cl)C1CC1. Yields the product CCS(=O)(=O)c1cccc(-c2cc(N(C)C(=O)C3CC3)c(OC)c3[nH]c4ncc(C)cc4c23)c1. RXN SMILES: [CH2:1]([CH3:2])[S:3](=[O:4])(=[O:5])[c:6]1[cH:7][c:8](-[c:12]2[c:13]3[c:14]4[c:15]([nH:16][c:17]3[c:18]([O:23][CH3:24])[c:19]([NH:21][CH3:22])[cH:20]2)[n:25][cH:26][c:27]([CH3:29])[cH:28]4)[cH:9][cH:10][cH:11]1.[CH2:36]1[O:37][CH2:38][CH2:39][CH2:40]1.[CH:30]1([C:33](=[O:34])[Cl:35])[CH2:31][CH2:32]1>>[CH2:1]([CH3:2])[S:3](=[O:4])(=[O:5])[c:6]1[cH:7][c:8](-[c:12]2[c:13]3[c:14]4[c:15]([nH:16][c:17]3[c:18]([O:23][CH3:24])[c:19]([N:21]([CH3:22])[C:33]([CH:30]3[CH2:31][CH2:32]3)=[O:34])[cH:20]2)[n:25][cH:26][c:27]([CH3:29])[cH:28]4)[cH:9][cH:10][cH:11]1. Starting materials: CN(C(=O)N1C=NC(=C1)C=1C=NC=CC1)C1CCN(CC1)C(=O)OC(C)(C)C (tert-butyl 4-(N-methyl-4-(pyridin-3-yl)-1H-imidazole-1-carboxamido)piperidine-1-carboxylate), FC(C(=O)O)(F)F (trifluoroacetic acid). Reaction conditions: time 1 hour. Product: FC(C(=O)O)(F)F.FC(C(=O)O)(F)F.CN(C(=O)N1C=NC(=C1)C=1C=NC=CC1)C1CCNCC1 (N-methyl-N-(piperidin-4-yl)-4-(pyridin-3-yl)-1H-imidazole-1-carboxamide bis(2,2,2-trifluoroacetate)). The yield is 98.1%. As a reaction SMILES: [CH3:1][N:2]([CH:16]1[CH2:21][CH2:20][N:19](C(OC(C)(C)C)=O)[CH2:18][CH2:17]1)[C:3]([N:5]1[CH:9]=[C:8]([C:10]2[CH:11]=[N:12][CH:13]=[CH:14][CH:15]=2)[N:7]=[CH:6]1)=[O:4].[F:29][C:30]([F:35])([F:34])[C:31]([OH:33])=[O:32]>>[F:29][C:30]([F:35])([F:34])[C:31]([OH:33])=[O:32].[F:29][C:30]([F:35])([F:34])[C:31]([OH:33])=[O:32].[CH3:1][N:2]([CH:16]1[CH2:21][CH2:20][NH:19][CH2:18][CH2:17]1)[C:3]([N:5]1[CH:9]=[C:8]([C:10]2[CH:11]=[N:12][CH:13]=[CH:14][CH:15]=2)[N:7]=[CH:6]1)=[O:4] |f:2.3.4|. Procedure details: To tert-butyl 4-(N-methyl-4-(pyridin-3-yl)-1H-imidazole-1-carboxamido)piperidine-1-carboxylate (500 mg, 1.297 mmol) was added trifluoroacetic acid (4 mL, 51.9 mmol) to give a turbid solution. The mixture was allowed to stir at room temperature for 1 h, whereupon the solvent was removed by evaporation. The oily residue was triturated with ether, and the resulting white solid was filtered off to give a white solid (653.2 mg, 88% yield). Starting materials: CC(CCNC(=O)C=1N=NC(=CC1)Cl)C (6-chloropyridazine-3-carboxylic acid (3-methylbutyl)amide), C(C)(C)(C)OC(NC1CCNCC1)=O (piperidin-4-ylcarbamic acid tert-butyl ester), N12CCCCCC2=NCCC1 (1,8-diazabicyclo[5,4,0]undec-7-ene). Reagents/catalysts: [I-].C(CCC)[N+](CCCC)(CCCC)CCCC (tetra-n-butylammonium iodide). The solvent is CN(C)C=O (DMF). Reaction conditions: temperature 80 celsius, time 16 hour. The product is CC(CCNC(=O)C=1N=NC(=CC1)N1CCC(CC1)N)C (6-(4-AMINOPIPERIDIN-1-YL)PYRIDAZINE-3-CARBOXYLIC ACID (3-METHYLBUTYL)AMIDE). Isolated yield 50.0%. As a reaction SMILES: [CH3:1][CH:2]([CH3:15])[CH2:3][CH2:4][NH:5][C:6]([C:8]1[N:9]=[N:10][C:11](Cl)=[CH:12][CH:13]=1)=[O:7].C(OC(=O)[NH:22][CH:23]1[CH2:28][CH2:27][NH:26][CH2:25][CH2:24]1)(C)(C)C.N12CCCN=C1CCCCC2>CN(C=O)C.[I-].C([N+](CCCC)(CCCC)CCCC)CCC>[CH3:1][CH:2]([CH3:15])[CH2:3][CH2:4][NH:5][C:6]([C:8]1[N:9]=[N:10][C:11]([N:26]2[CH2:27][CH2:28][CH:23]([NH2:22])[CH2:24][CH2:25]2)=[CH:12][CH:13]=1)=[O:7] |f:4.5|. Reported procedure: To 6-chloropyridazine-3-carboxylic acid (3-methylbutyl)amide (0.140 g, 0.610 mmol) in DMF (7 mL) was added piperidin-4-ylcarbamic acid tert-butyl ester (0.146 g, 0.730 mmol), followed by the addition of 1,8-diazabicyclo[5,4,0]undec-7-ene (0.280 mL, 1.84 mmol) and tetra-n-butylammonium iodide (6 mg). The reaction mixture was stirred at 80° C. for 16 hours. The solvent was removed in vacuo. The residue was dissolved in ethyl acetate, then washed with citric acid, sodium bicarbonate and brine solut... The reactants are BrCCCBr, CCOC(C)=O, CS(C)=O, [H-], [Na+], N#Cc1ccc(Nn2cnnc2)cc1. Yields the product N#Cc1ccc(N(CCCBr)n2cnnc2)cc1. As a reaction SMILES: [Br:17][CH2:18][CH2:19][CH2:20][Br:21].[CH3:22][CH2:23][O:24][C:25](=[O:26])[CH3:27].[CH3:28][S:29]([CH3:30])=[O:31].[H-:1].[Na+:2].[n:3]1[n:4][cH:5][n:6]([NH:8][c:9]2[cH:10][cH:11][c:12]([C:13]#[N:14])[cH:15][cH:16]2)[cH:7]1>>[n:3]1[n:4][cH:5][n:6]([N:8]([c:9]2[cH:10][cH:11][c:12]([C:13]#[N:14])[cH:15][cH:16]2)[CH2:20][CH2:19][CH2:18][Br:17])[cH:7]1. Reported procedure: A solution of 7-bromo-1-chloroisoquinoline (750 mg, 3.09 mmol) in N-methylbutylamine (7.0 mL) was heated at 65° C. in a sealed tube for 18 h. The reaction mixture was concentrated under reduced pressure. The residue was diluted with chloroform and washed with saturated sodium bicarbonate, dried (sodium sulfate), filtered, and concentrated under reduced pressure to yield a brown oil. Purification by flash column chromatography (silica, 3:1 hexanes/diethyl ether) provided 7-bromo-N-butyl-N-methyli... Product: BrC1=CC=C2C=CN=C(C2=C1)N(C)CCCC (7-bromo-N-butyl-N-methylisoquinolin-1-amine). The reactants are BrC1=CC=C2C=CN=C(C2=C1)Cl (7-bromo-1-chloroisoquinoline). Isolated yield 161.1%. Reaction SMILES: [Br:1][C:2]1[CH:11]=[C:10]2[C:5]([CH:6]=[CH:7][N:8]=[C:9]2Cl)=[CH:4][CH:3]=1>CNCCCC>[Br:1][C:2]1[CH:11]=[C:10]2[C:5]([CH:6]=[CH:7][N:8]=[C:9]2[N:8]([CH2:7][CH2:6][CH2:5][CH3:4])[CH3:9])=[CH:4][CH:3]=1. Run in CNCCCC (N-methylbutylamine).